Dataset: the Open Reaction Database (ORD), a public repository of structured organic reaction records. Task: describe an organic reaction: reactants, conditions, products, and yield The reactants are CO, COC(=O)CCCCCNC(=O)C=CC=Cc1ccccc1, Cl, NO. Product: O=C(C=CC=Cc1ccccc1)NCCCCCC(=O)NO. Reaction SMILES: [CH3:26][OH:27].[CH3:4][O:5][C:6]([CH2:7][CH2:8][CH2:9][CH2:10][CH2:11][NH:12][C:13]([CH:14]=[CH:15][CH:16]=[CH:17][c:18]1[cH:19][cH:20][cH:21][cH:22][cH:23]1)=[O:24])=[O:25].[ClH:1].[NH2:2][OH:3]>>[NH:2]([OH:3])[C:6](=[O:5])[CH2:7][CH2:8][CH2:9][CH2:10][CH2:11][NH:12][C:13]([CH:14]=[CH:15][CH:16]=[CH:17][c:18]1[cH:19][cH:20][cH:21][cH:22][cH:23]1)=[O:24]. Starting materials: C1CCOC1, CO, [Li+], [OH-], COC(=O)c1cc2c([nH]1)C(CCc1cccc3ccccc13)CC2. The product is O=C(O)c1cc2c([nH]1)C(CCc1cccc3ccccc13)CC2. RXN SMILES: [CH2:29]1[O:30][CH2:31][CH2:32][CH2:33]1.[CH3:27][OH:28].[Li+:25].[OH-:26].[c:1]1([CH2:11][CH2:12][CH:13]2[CH2:14][CH2:15][c:16]3[c:17]2[nH:18][c:19]([C:21](=[O:22])[O:23][CH3:24])[cH:20]3)[cH:2][cH:3][cH:4][c:5]2[cH:6][cH:7][cH:8][cH:9][c:10]12>>[c:1]1([CH2:11][CH2:12][CH:13]2[CH2:14][CH2:15][c:16]3[c:17]2[nH:18][c:19]([C:21](=[O:22])[OH:23])[cH:20]3)[cH:2][cH:3][cH:4][c:5]2[cH:6][cH:7][cH:8][cH:9][c:10]12.